Dataset: the Open Reaction Database (ORD), a public repository of structured organic reaction records. Task: describe an organic reaction: reactants, conditions, products, and yield Starting materials: C(OCC)(OCC)=O (diethyl carbonate), C1(=CC=CC=C1)C (toluene), Cl (HCl), [H-].[Na+] (NaH), C1(=CC=CC=C1)C (toluene), OC1=C(C=CC(=C1)C)C(C)=O (1-(2-hydroxy-4-methylphenyl)ethanone), OC1=C(C=CC(=C1)C)C(C)=O (2′-hydroxy-4′-methylacetophenone), C1(=CC=CC=C1)C (toluene). Run at time 8 hour. The product is OC=1C(OC2=CC(=CC=C2C1)C)=O (Hydroxy-7-methyl-2H-chromen-2-one). Reaction SMILES: [H-].[Na+].[OH:3][C:4]1C=C(C)C=C[C:5]=1C(=O)C.[C:14](=[O:21])([O:18][CH2:19][CH3:20])OCC.Cl.[C:23]1([CH3:29])[CH:28]=[CH:27]C=C[CH:24]=1>>[OH:3][C:4]1[C:14](=[O:21])[O:18][C:19]2[C:20]([CH:5]=1)=[CH:27][CH:28]=[C:23]([CH3:29])[CH:24]=2 |f:0.1|. Reported procedure: To a 80° C. suspension of NaH (60 g, 1500 mmol, 60%) in toluene was added 1-(2-hydroxy-4-methylphenyl)ethanone (100 g, 666 mmol; also known as 2′-hydroxy-4′-methylacetophenone) in 800 mL of toluene over 1 h. This was followed by the dropwise addition of diethyl carbonate (157 g, 1.3 mol) in 1000 ml of toluene over 1 h. The reaction mixture was left at 80° C. overnight. After cooling to rt, the solution was poured into 1.6 L of HCl (2N). The precipitate formed was filtered, collected and stirred ... Reported procedure: Using 1.6 g of N-(trans-4-methylcyclohexyl)-4-[3(ethoxycarbonyl)propoxy]-3-methoxycinnamamide (Example 174), 20 ml of 2 M aqueous potassium hydroxide solution, and 80 ml of methanol, a reaction similar to that conducted in Example 169 was carried out. As a result, 1.36 g of N-(trans-4-methylcyclohexyl)-4-(3-carboxypropoxy) -3-methoxycinnamamide (a compound of the present invention) was obtained as white crystal, which had the following physiochemical properties: The product is C[C@@H]1CC[C@H](CC1)NC(C=CC1=CC(=C(C=C1)OCCCC(=O)O)OC)=O (N-(trans-4-methylcyclohexyl)-4-(3-carboxypropoxy) -3-methoxycinnamamide). Isolated yield 91.4%. Run in CO (methanol). RXN SMILES: [CH3:1][C@H:2]1[CH2:7][CH2:6][C@H:5]([NH:8][C:9](=[O:29])[CH:10]=[CH:11][C:12]2[CH:17]=[CH:16][C:15]([O:18][CH2:19][CH2:20][CH2:21][C:22]([O:24]CC)=[O:23])=[C:14]([O:27][CH3:28])[CH:13]=2)[CH2:4][CH2:3]1.[OH-].[K+]>CO>[CH3:1][C@H:2]1[CH2:7][CH2:6][C@H:5]([NH:8][C:9](=[O:29])[CH:10]=[CH:11][C:12]2[CH:17]=[CH:16][C:15]([O:18][CH2:19][CH2:20][CH2:21][C:22]([OH:24])=[O:23])=[C:14]([O:27][CH3:28])[CH:13]=2)[CH2:4][CH2:3]1 |f:1.2|. Reactants: C[C@@H]1CC[C@H](CC1)NC(C=CC1=CC(=C(C=C1)OCCCC(=O)OCC)OC)=O (N-(trans-4-methylcyclohexyl)-4-[3(ethoxycarbonyl)propoxy]-3-methoxycinnamamide), [OH-].[K+] (potassium hydroxide). The reactants are O=C(Cl)c1ccccc1, CCOC(=O)c1cc2cc(N)ccc2n1C, O, c1ccncc1. Yields the product CCOC(=O)c1cc2cc(NC(=O)c3ccccc3)ccc2n1C. Reaction SMILES: [C:17]([c:18]1[cH:19][cH:20][cH:21][cH:22][cH:23]1)(=[O:24])[Cl:25].[NH2:1][c:2]1[cH:3][c:4]2[cH:5][c:6]([C:12](=[O:13])[O:14][CH2:15][CH3:16])[n:7]([CH3:11])[c:8]2[cH:9][cH:10]1.[OH2:26].[cH:27]1[cH:28][cH:29][n:30][cH:31][cH:32]1>>[NH:1]([c:2]1[cH:3][c:4]2[cH:5][c:6]([C:12](=[O:13])[O:14][CH2:15][CH3:16])[n:7]([CH3:11])[c:8]2[cH:9][cH:10]1)[C:17]([c:18]1[cH:19][cH:20][cH:21][cH:22][cH:23]1)=[O:24]. Reactants: ice water, BrC1=COC2=CC=CC=C2C1=S (3-bromothiochromone), N1C=CC=C1 (pyrrole), C([O-])([O-])=O.[K+].[K+] (potassium carbonate). Run in CN(C=O)C (dimethylformamide). Product: N1C(=CC=C1)C=1OC2=CC=CC=C2C(C1)=S (2-pyrrolylthiochromone). Yield: 50.4%. As a reaction SMILES: Br[C:2]1[C:11](=[S:12])[C:10]2[C:5](=[CH:6][CH:7]=[CH:8][CH:9]=2)[O:4][CH:3]=1.[NH:13]1[CH:17]=[CH:16][CH:15]=[CH:14]1.C(=O)([O-])[O-].[K+].[K+]>CN(C)C=O>[NH:13]1[CH:17]=[CH:16][CH:15]=[C:14]1[C:3]1[O:4][C:5]2[C:10]([C:11](=[S:12])[CH:2]=1)=[CH:9][CH:8]=[CH:7][CH:6]=2 |f:2.3.4|. Procedure details: To an eggplant type flask (25 ml), 3-bromothiochromone (121 mg) prepared in Example 8, pyrrole (134 mg), potassium carbonate (1382 mg), and dimethylformamide (15 ml) were added. The mixture was reacted at 80° C. for 20 hours with stirring. The reaction mixture was added to ice water and extracted with chloroform. The organic layer was dried over anhydrous sodium sulfate, and concentrated under reduced pressure. The residue was purifiedby the silica gel column chromatography and the purified prod...